From a dataset of the Open Reaction Database (ORD), a public repository of structured organic reaction records. describe an organic reaction: reactants, conditions, products, and yield Starting materials: O=C([O-])[O-], CCc1nc2ccccc2c(=O)n1-c1ccc(OCCCCl)cc1, C1CCNCC1, CN(C)C=O, [I-], [K+], [K+], [K+]. The product is CCc1nc2ccccc2c(=O)n1-c1ccc(OCCCN2CCCCC2)cc1. Reaction SMILES: [C:31](=[O:32])([O-:33])[O-:34].[CH2:1]([CH3:2])[c:3]1[n:4][c:5]2[cH:6][cH:7][cH:8][cH:9][c:10]2[c:11](=[O:24])[n:12]1-[c:13]1[cH:14][cH:15][c:16]([O:19][CH2:20][CH2:21][CH2:22][Cl:23])[cH:17][cH:18]1.[CH2:25]1[CH2:26][CH2:27][NH:28][CH2:29][CH2:30]1.[CH3:39][N:40]([CH3:41])[CH:42]=[O:43].[I-:38].[K+:35].[K+:36].[K+:37]>>[CH2:1]([CH3:2])[c:3]1[n:4][c:5]2[cH:6][cH:7][cH:8][cH:9][c:10]2[c:11](=[O:24])[n:12]1-[c:13]1[cH:14][cH:15][c:16]([O:19][CH2:20][CH2:21][CH2:22][N:28]2[CH2:27][CH2:26][CH2:25][CH2:30][CH2:29]2)[cH:17][cH:18]1. Starting materials: S(=O)(=O)(C1=CC=C(C)C=C1)Cl (tosyl chloride), ClC1=C(C#N)C=CC(=C1C)NCC(CC(C=1C=NC=CC1)O)(C)C (2-chloro-4-(4-hydroxy-2,2-dimethyl-4-pyridin-3-yl-butylamino)-3-methyl-benzonitrile), S(=O)(=O)(C1=CC=C(C)C=C1)Cl (tosyl chloride). Run in N1=CC=CC=C1 (pyridine), N1=CC=CC=C1 (pyridine). Conditions: temperature 100 celsius. Yields the product ClC1=C(C#N)C=CC(=C1C)N1C(CC(C1)(C)C)C=1C=NC=CC1 (2-Chloro-4-(4,4-dimethyl-2-pyridin-3-yl-pyrrolidin-1-yl)-3-methyl-benzonitrile). As a reaction SMILES: [Cl:1][C:2]1[C:9]([CH3:10])=[C:8]([NH:11][CH2:12][C:13]([CH3:24])([CH3:23])[CH2:14][CH:15](O)[C:16]2[CH:17]=[N:18][CH:19]=[CH:20][CH:21]=2)[CH:7]=[CH:6][C:3]=1[C:4]#[N:5].S(Cl)(C1C=CC(C)=CC=1)(=O)=O>N1C=CC=CC=1>[Cl:1][C:2]1[C:9]([CH3:10])=[C:8]([N:11]2[CH2:12][C:13]([CH3:24])([CH3:23])[CH2:14][CH:15]2[C:16]2[CH:17]=[N:18][CH:19]=[CH:20][CH:21]=2)[CH:7]=[CH:6][C:3]=1[C:4]#[N:5]. Procedure: To a solution of 2-chloro-4-(4-hydroxy-2,2-dimethyl-4-pyridin-3-yl-butylamino)-3-methyl-benzonitrile (570 mg, 1.66 mmol) in pyridine (2.3 mL) add tosyl chloride (950 mg, 4.98 mmol) in pyridine (1.2 mL) at room temperature. Heat the reaction mixture at 100° C. for 24 h, add additional tosyl chloride (950 mg), and heat for 24 h at 100° C. Cool to room temperature and concentrate under vacuum. Dissolve the residue in ethyl acetate and wash with water. Dry the organic layer over anhydrous sodium sul... Starting materials: C(C)(=O)O (acetic acid), [N+](=O)(O)[O-] (nitric acid), C(CC)C1=CC=C(C(=O)O)C=C1 (parapropyl benzoic acid), BrBr (bromine). Conditions: time 3 hour. The reagents and catalysts are [N+](=O)([O-])[O-].[Ag+] (silver nitrate). Procedure details: To a mixture of 150 ml of glacial acetic acid, 33 ml of concentrated nitric acid and 25 ml of water, were added 8.2 g (0.05 moles) of parapropyl benzoic acid and 8.8 g (0.055 moles) of bromine. Then, at a temperature of 25° C., and over a period of half an hour, a solution of 8.5 g (0.05 moles) of silver nitrate in 25 cc of water was added. The solution was stirred for three hours, thirty minutes following which the suspended solid was removed by filtration and rinsed until neutral. Thereafter, ... As a reaction SMILES: C(O)(=O)C.[N+]([O-])(O)=O.[CH2:9]([C:12]1[CH:20]=[CH:19][C:15]([C:16]([OH:18])=[O:17])=[CH:14][CH:13]=1)[CH2:10][CH3:11].[Br:21]Br>O.[N+]([O-])([O-])=O.[Ag+]>[CH2:9]([C:12]1[CH:20]=[CH:19][C:15]([C:16]([OH:18])=[O:17])=[CH:14][C:13]=1[Br:21])[CH2:10][CH3:11] |f:5.6|. Run in O (water), O (water). Yields the product C(CC)C1=C(C=C(C(=O)O)C=C1)Br (4-propyl-3-bromo-benzoic acid). Starting materials: CC(=O)OC1CN(C(C)c2ccccc2)CC12CC2, CCO, [H][H], [W]. Product: CC(=O)OC1CNCC12CC2. As a reaction SMILES: [C:1]([CH3:2])(=[O:3])[O:4][CH:5]1[CH2:6][N:7]([CH:12]([c:13]2[cH:14][cH:15][cH:16][cH:17][cH:18]2)[CH3:19])[CH2:8][C:9]12[CH2:10][CH2:11]2.[CH3:22][CH2:23][OH:24].[H:20][H:21].[W:25]>>[C:1]([CH3:2])(=[O:3])[O:4][CH:5]1[CH2:6][NH:7][CH2:8][C:9]12[CH2:10][CH2:11]2. The reactants are C(#N)C1=C(C=C(C=C1)N(CCOC1=CC=C(C(=O)OC)C=C1)CC(F)(F)F)C(F)(F)F (Methyl 4-({2-[[4-cyano-3-(trifluoromethyl)phenyl](2,2,2-trifluoroethyl)amino]ethyl}oxy)benzoate), O[Li].O (LiOH.H2O), O (water). The solvent is C1CCOC1 (THF). Reaction conditions: time 19 hour. The product is C(#N)C1=C(C=C(C=C1)N(CCOC1=CC=C(C(=O)O)C=C1)CC(F)(F)F)C(F)(F)F (4-({2-[[4-Cyano-3-(trifluoromethyl)phenyl](2,2,2-trifluoroethyl)amino]ethyl}oxy)benzoic acid). Yield: 97.8%. RXN SMILES: [C:1]([C:3]1[CH:8]=[CH:7][C:6]([N:9]([CH2:23][C:24]([F:27])([F:26])[F:25])[CH2:10][CH2:11][O:12][C:13]2[CH:22]=[CH:21][C:16]([C:17]([O:19]C)=[O:18])=[CH:15][CH:14]=2)=[CH:5][C:4]=1[C:28]([F:31])([F:30])[F:29])#[N:2].O[Li].O.O>C1COCC1>[C:1]([C:3]1[CH:8]=[CH:7][C:6]([N:9]([CH2:23][C:24]([F:25])([F:26])[F:27])[CH2:10][CH2:11][O:12][C:13]2[CH:14]=[CH:15][C:16]([C:17]([OH:19])=[O:18])=[CH:21][CH:22]=2)=[CH:5][C:4]=1[C:28]([F:29])([F:30])[F:31])#[N:2] |f:1.2|. Reported procedure: To a solution of methyl 4-({2-[[4-cyano-3-(trifluoromethyl)phenyl](2,2,2-trifluoroethyl)amino]ethyl}oxy)benzoate (0.0863 g, 0.193 mmol, Example 32) in THF (3 mL) at rt was added LiOH.H2O (0.041 g, 0.97 mmol) and water (0.30 mL). The mixture was stirred 19 h at rt, then 8 h at reflux, cooled and partitioned between 1 N NaOH/Et2O. Layers were separated, and the aqueous layer extracted with Et2O (×1). The aqueous layer was then acidified to approximately pH 1 by addition of 2N HCl and extracted wit... Starting materials: [OH-].[Cu+2].[OH-] (copper (II) hydroxide), C1=CC=C(C(=O)C=C1)O (tropolone), CO.C(Cl)(Cl)Cl (methanol chloroform). Run in O (water), O (water). Run at temperature 80 celsius. The product is C1=CC=C(C(=O)C=C1)O.[Cu] (Tropolone copper). As a reaction SMILES: [CH:1]1[CH:8]=[CH:7][C:5](=[O:6])[C:4]([OH:9])=[CH:3][CH:2]=1.[OH-].[Cu+2:11].[OH-].CO.C(Cl)(Cl)Cl>O>[CH:1]1[CH:8]=[CH:7][C:5](=[O:6])[C:4]([OH:9])=[CH:3][CH:2]=1.[Cu:11] |f:1.2.3,4.5,7.8|. Procedure details: To a solution of tropolone (244 mg) in water is added a suspension of copper (II) hydroxide (98 mg) in water. The mixture is heated at 80° C. and methanol-chloroform is added thereto until the mixture becomes homogeneous. The solution is concentrated under reduced pressure. The depositing green crystals are collected by filtration and dissolved in hot chloroform. After removing impurities by filtration, to the filtrate is added methanol. The solution is cooled with ice. The precipitating green n... The reactants are FC1=CC=C(C=C1)C(C(=O)O)C1=CC=C(C=C1)F (bis(4-fluorophenyl)acetic acid), NCCCN1CCC(CC1)C=1C=C(C=CC1)NC(=O)C1CC1 (N-{3-[1-(3-aminopropyl)-4-piperidinyl]phenyl}cyclopro panecarboxamide). The product is FC1=CC=C(C=C1)C(C(=O)NCCCN1CCC(CC1)C=1C=C(C=CC1)NC(=O)C1CC1)C1=CC=C(C=C1)F (N-{3-[1-(3-{[2,2-BIS(4-FLUOROPHENYL)ACETYL]AMINO}PROPYL)-4-PIPERIDINYL]PHENYL}CYCLOPROPANECARBOXAMIDE). Reaction SMILES: [F:1][C:2]1[CH:7]=[CH:6][C:5]([CH:8]([C:12]2[CH:17]=[CH:16][C:15]([F:18])=[CH:14][CH:13]=2)[C:9]([OH:11])=O)=[CH:4][CH:3]=1.[NH2:19][CH2:20][CH2:21][CH2:22][N:23]1[CH2:28][CH2:27][CH:26]([C:29]2[CH:30]=[C:31]([NH:35][C:36]([CH:38]3[CH2:40][CH2:39]3)=[O:37])[CH:32]=[CH:33][CH:34]=2)[CH2:25][CH2:24]1>>[F:18][C:15]1[CH:16]=[CH:17][C:12]([CH:8]([C:5]2[CH:4]=[CH:3][C:2]([F:1])=[CH:7][CH:6]=2)[C:9]([NH:19][CH2:20][CH2:21][CH2:22][N:23]2[CH2:28][CH2:27][CH:26]([C:29]3[CH:30]=[C:31]([NH:35][C:36]([CH:38]4[CH2:40][CH2:39]4)=[O:37])[CH:32]=[CH:33][CH:34]=3)[CH2:25][CH2:24]2)=[O:11])=[CH:13][CH:14]=1. Procedure details: Example 120 was prepared from bis(4-fluorophenyl)acetic acid and N-{3-[1-(3-aminopropyl)-4-piperidinyl]phenyl}cyclopro panecarboxamide according to the procedures described in Scheme 10: 1H NMR (400 MHz, CDCl3) δ 7.64–7.55 (s, 1H), 7.55–7.47 (s, 1H), 7.47–7.37 (br, 1H), 7.36–7.17 (m, 6H), 7.05–6.95 (m, 4H), 6.95–6.87 (br, 1H), 4.81 (s, 1H), 3.47–3.35 (m, 2H), 3.07–2.94 (m, 2H), 2.58–2.41 (m, 3H), 2.15–1.99 (m, 2H), 1.90–1.79 (m, 2H), 1.79–1.60 (m, 4H), 1.59–1.44 (m, 1H), 1.13–0.99 (m, 2H), 0.90–...